Dataset: the Open Reaction Database (ORD), a public repository of structured organic reaction records. Task: describe an organic reaction: reactants, conditions, products, and yield Starting materials: Cc1noc(C(Cc2ccccc2)NC(=O)C(Cc2ccc3ccccc3c2)NC(=O)OC(C)(C)C)n1, CCOC(C)=O, Cl. Yields the product Cl, Cc1noc(C(Cc2ccccc2)NC(=O)C(N)Cc2ccc3ccccc3c2)n1. RXN SMILES: [C:1]([O:2][C:3](=[O:4])[NH:7][CH:8]([CH2:9][c:10]1[cH:11][c:12]2[cH:13][cH:14][cH:15][cH:16][c:17]2[cH:18][cH:19]1)[C:20]([NH:21][CH:22]([CH2:23][c:24]1[cH:25][cH:26][cH:27][cH:28][cH:29]1)[c:30]1[n:31][c:32]([CH3:35])[n:33][o:34]1)=[O:36])([CH3:5])([CH3:6])[CH3:37].[CH3:39][CH2:40][O:41][C:42](=[O:43])[CH3:44].[ClH:38]>>[ClH:38].[NH2:7][CH:8]([CH2:9][c:10]1[cH:11][c:12]2[cH:13][cH:14][cH:15][cH:16][c:17]2[cH:18][cH:19]1)[C:20]([NH:21][CH:22]([CH2:23][c:24]1[cH:25][cH:26][cH:27][cH:28][cH:29]1)[c:30]1[n:31][c:32]([CH3:35])[n:33][o:34]1)=[O:36]. Reactants: S1C(=NC2=C1C=CC=C2)NC2CCNCC2 (benzothiazol-2-yl-piperidin-4-yl-amine), C(C)OC1=C(C2=CC=CC=C2C=C1)C=O (2-ethoxy-naphthalene-1-carbaldehyde), C(C)(C)N(CC)C(C)C (diisopropylethylamine), C(C)(=O)O (acetic acid), C(#N)[BH3-].[Na+] (sodium cyano borohydride). Run in C(C)O (ethanol). Reaction conditions: temperature 40 celsius, time 1 hour. The product is S1C(=NC2=C1C=CC=C2)NC2CCN(CC2)CC2=C(C=CC1=CC=CC=C21)OCC (Benzothiazol-2-yl-[1-(2-ethoxy-naphthalen-1-ylmethyl)-piperidin-4-yl]-amine). Isolated yield 8.0%. Reaction SMILES: [S:1]1[C:5]2[CH:6]=[CH:7][CH:8]=[CH:9][C:4]=2[N:3]=[C:2]1[NH:10][CH:11]1[CH2:16][CH2:15][NH:14][CH2:13][CH2:12]1.[CH2:17]([O:19][C:20]1[CH:29]=[CH:28][C:27]2[C:22](=[CH:23][CH:24]=[CH:25][CH:26]=2)[C:21]=1[CH:30]=O)[CH3:18].C(N(C(C)C)CC)(C)C.C(O)(=O)C.C([BH3-])#N.[Na+]>C(O)C>[S:1]1[C:5]2[CH:6]=[CH:7][CH:8]=[CH:9][C:4]=2[N:3]=[C:2]1[NH:10][CH:11]1[CH2:16][CH2:15][N:14]([CH2:30][C:21]2[C:22]3[C:27](=[CH:26][CH:25]=[CH:24][CH:23]=3)[CH:28]=[CH:29][C:20]=2[O:19][CH2:17][CH3:18])[CH2:13][CH2:12]1 |f:4.5|. Procedure details: To a solution of benzothiazol-2-yl-piperidin-4-yl-amine (23.3 mg, 0.1 mmol, 1.0 equiv) and 2-ethoxy-naphthalene-1-carbaldehyde (commercially available, 24.0 mg, 0.12 mmol, 1.2 equiv) in ethanol (2 mL) was added diisopropylethylamine (23.42 μL, 25.9 mg, 0.2 mmol, 2.0 equiv) and acetic acid (18.0 mg, 0.3 mmol, 3.0 equiv) and the mixture stirred at 40° C. After 1 h, sodium cyano borohydride (7.54 mg, 0.12 mmol, 1.2 equiv) was added and the mixture stirred at 40° C. over night. Removal of the solven... Yields the product O=C(O)c1csc(-c2ccco2)n1. Starting materials: CO, [K+], [OH-], CCOC(=O)c1csc(-c2ccco2)n1. RXN SMILES: [CH3:18][OH:19].[K+:17].[OH-:16].[o:1]1[c:2](-[c:6]2[s:7][cH:8][c:9]([C:11](=[O:12])[O:13][CH2:14][CH3:15])[n:10]2)[cH:3][cH:4][cH:5]1>>[o:1]1[c:2](-[c:6]2[s:7][cH:8][c:9]([C:11](=[O:12])[OH:13])[n:10]2)[cH:3][cH:4][cH:5]1. Reactants: CC(=O)O, CO, N#Cc1ccccc1N1CCN(C(=O)C2CC(N(Cc3ccc(F)cc3F)C(=O)OCC(Cl)(Cl)Cl)CN2Cc2cccc(F)c2F)CC1. The product is N#Cc1ccccc1N1CCN(C(=O)C2CC(NCc3ccc(F)cc3F)CN2Cc2cccc(F)c2F)CC1. As a reaction SMILES: [CH3:49][C:50](=[O:51])[OH:52].[CH3:53][OH:54].[Cl:1][C:2]([Cl:3])([Cl:4])[CH2:5][O:46][C:47]([N:6]([CH2:7][c:8]1[c:9]([F:15])[cH:10][c:11]([F:14])[cH:12][cH:13]1)[CH:16]1[CH2:17][N:18]([CH2:37][c:38]2[c:39]([F:45])[c:40]([F:44])[cH:41][cH:42][cH:43]2)[CH:19]([C:21](=[O:22])[N:23]2[CH2:24][CH2:25][N:26]([c:29]3[c:30]([C:35]#[N:36])[cH:31][cH:32][cH:33][cH:34]3)[CH2:27][CH2:28]2)[CH2:20]1)=[O:48]>>[NH:6]([CH2:7][c:8]1[c:9]([F:15])[cH:10][c:11]([F:14])[cH:12][cH:13]1)[CH:16]1[CH2:17][N:18]([CH2:37][c:38]2[c:39]([F:45])[c:40]([F:44])[cH:41][cH:42][cH:43]2)[CH:19]([C:21](=[O:22])[N:23]2[CH2:24][CH2:25][N:26]([c:29]3[c:30]([C:35]#[N:36])[cH:31][cH:32][cH:33][cH:34]3)[CH2:27][CH2:28]2)[CH2:20]1. The product is Fc1ccc(C2CN(Cc3ccccc3)CCO2)cc1. RXN SMILES: [Al+3:23].[F:1][c:2]1[cH:3][cH:4][c:5]([CH:8]2[CH2:9][N:10]([CH2:15][c:16]3[cH:17][cH:18][cH:19][cH:20][cH:21]3)[C:11](=[O:14])[CH2:12][O:13]2)[cH:6][cH:7]1.[H-:22].[H-:25].[H-:26].[H-:27].[Li+:24].[O:28]1[CH2:29][CH2:30][CH2:31][CH2:32]1>>[F:1][c:2]1[cH:3][cH:4][c:5]([CH:8]2[CH2:9][N:10]([CH2:15][c:16]3[cH:17][cH:18][cH:19][cH:20][cH:21]3)[CH2:11][CH2:12][O:13]2)[cH:6][cH:7]1. Starting materials: [Al+3], O=C1COC(c2ccc(F)cc2)CN1Cc1ccccc1, [H-], [H-], [H-], [H-], [Li+], C1CCOC1.